The task is: describe an organic reaction: reactants, conditions, products, and yield. This data is from the Open Reaction Database (ORD), a public repository of structured organic reaction records. RXN SMILES: [CH3:26][OH:27].[F:1][c:2]1[cH:3][c:4]([CH2:5][N:6]([CH3:7])[CH2:8][C:9]23[N:10]([CH:11]([C:14]([Cl:15])([Cl:16])[Cl:17])[O:12][C:13]2=[O:18])[CH2:19][CH2:20][CH2:21]3)[cH:22][cH:23][cH:24]1.[NH3:25]>>[F:1][c:2]1[cH:3][c:4]([CH2:5][N:6]([CH3:7])[CH2:8][C:9]2([C:13](=[O:12])[NH2:25])[NH:10][CH2:19][CH2:20][CH2:21]2)[cH:22][cH:23][cH:24]1. Reactants: CO, CN(Cc1cccc(F)c1)CC12CCCN1C(C(Cl)(Cl)Cl)OC2=O, N. Product: CN(Cc1cccc(F)c1)CC1(C(N)=O)CCCN1. Reactants: CCOC(=O)CBr, CO, [Na+], [OH-], O, Sc1nnc(S)s1. Yields the product CCOC(=O)CSc1nnc(S)s1. Reaction SMILES: [Br:11][CH2:12][C:13](=[O:14])[O:15][CH2:16][CH3:17].[CH3:2][OH:3].[Na+:19].[OH-:18].[OH2:1].[SH:4][c:5]1[s:6][c:7]([SH:10])[n:8][n:9]1>>[S:4]([c:5]1[s:6][c:7]([SH:10])[n:8][n:9]1)[CH2:12][C:13](=[O:14])[O:15][CH2:16][CH3:17].